From a dataset of the Open Reaction Database (ORD), a public repository of structured organic reaction records. describe an organic reaction: reactants, conditions, products, and yield The reactants are CN(C)c1ccncc1, CCOC(C)=O, Cc1cc(CCC(=O)F)nn1C(OCc1ccc(Cl)cc1)c1cccc(Cl)c1, ClCCl, NS(=O)(=O)C(F)(F)F. The product is Cc1cc(CCC(=O)NS(=O)(=O)C(F)(F)F)nn1C(OCc1ccc(Cl)cc1)c1cccc(Cl)c1. Reaction SMILES: [CH3:37][N:38]([c:39]1[cH:40][cH:41][n:42][cH:43][cH:44]1)[CH3:45].[CH3:49][CH2:50][O:51][C:52]([CH3:53])=[O:54].[Cl:1][c:2]1[cH:3][cH:4][cH:5][c:6]([CH:7]([n:8]2[n:9][c:10]([CH2:14][CH2:15][C:16](=[O:17])[F:18])[cH:11][c:12]2[CH3:13])[O:19][CH2:20][c:21]2[cH:22][cH:23][c:24]([Cl:27])[cH:25][cH:26]2)[cH:28]1.[Cl:46][CH2:47][Cl:48].[F:29][C:30]([S:31](=[O:32])(=[O:33])[NH2:34])([F:35])[F:36]>>[Cl:1][c:2]1[cH:3][cH:4][cH:5][c:6]([CH:7]([n:8]2[n:9][c:10]([CH2:14][CH2:15][C:16](=[O:17])[NH:34][S:31]([C:30]([F:29])([F:35])[F:36])(=[O:32])=[O:33])[cH:11][c:12]2[CH3:13])[O:19][CH2:20][c:21]2[cH:22][cH:23][c:24]([Cl:27])[cH:25][cH:26]2)[cH:28]1. Reactants: C#CCNC(=O)C(C#N)=C1CC(C)(C)c2cc(OC)c(OC)cc21, C[SiH](O[Si](C)(C)C)O[Si](C)(C)C, Cc1ccccc1, C=C[Si](C)(C=C)O[Si](C)(C)C, [Pt]. Yields the product C=C(CNC(=O)C(C#N)=C1CC(C)(C)c2cc(OC)c(OC)cc21)[Si](C)(O[Si](C)(C)C)O[Si](C)(C)C. As a reaction SMILES: [C:1](#[N:2])[C:3]([C:4](=[O:5])[NH:6][CH2:7][C:8]#[CH:9])=[C:10]1[CH2:11][C:12]([CH3:23])([CH3:24])[c:13]2[cH:14][c:15]([O:21][CH3:22])[c:16]([O:19][CH3:20])[cH:17][c:18]21.[CH3:25][Si:26]([O:27][SiH:28]([O:29][Si:30]([CH3:31])([CH3:32])[CH3:33])[CH3:34])([CH3:35])[CH3:36].[CH3:37][c:38]1[cH:39][cH:40][cH:41][cH:42][cH:43]1.[CH:45]([Si:46]([CH:47]=[CH2:48])([CH3:49])[O:50][Si:51]([CH3:52])([CH3:53])[CH3:54])=[CH2:55].[Pt:44]>>[C:1](#[N:2])[C:3]([C:4](=[O:5])[NH:6][CH2:7][C:8](=[CH2:9])[Si:28]([O:27][Si:26]([CH3:25])([CH3:35])[CH3:36])([O:29][Si:30]([CH3:31])([CH3:32])[CH3:33])[CH3:34])=[C:10]1[CH2:11][C:12]([CH3:23])([CH3:24])[c:13]2[cH:14][c:15]([O:21][CH3:22])[c:16]([O:19][CH3:20])[cH:17][c:18]21. Reactants: ClC=1N=NC(=C(N1)Cl)Cl (3,5,6-trichloro-1,2,4-triazine), FC=1C=C(C=C(C1)C(F)(F)F)S (3-fluoro-5-(trifluoromethyl)benzenethiol), C([O-])([O-])=O.[Na+].[Na+] (sodium carbonate). The solvent is C1CCOC1 (THF). Yields the product ClC=1N=NC(=C(N1)SC1=CC(=CC(=C1)C(F)(F)F)F)Cl (3,6-dichloro-5-{[3-fluoro-5-(trifluoromethyl)phenyl]sulfanyl}-1,2,4-triazine). As a reaction SMILES: [Cl:1][C:2]1[N:3]=[N:4][C:5]([Cl:9])=[C:6](Cl)[N:7]=1.[F:10][C:11]1[CH:12]=[C:13]([SH:21])[CH:14]=[C:15]([C:17]([F:20])([F:19])[F:18])[CH:16]=1.C(=O)([O-])[O-].[Na+].[Na+]>C1COCC1>[Cl:1][C:2]1[N:3]=[N:4][C:5]([Cl:9])=[C:6]([S:21][C:13]2[CH:14]=[C:15]([C:17]([F:18])([F:19])[F:20])[CH:16]=[C:11]([F:10])[CH:12]=2)[N:7]=1 |f:2.3.4|. Procedure: To a solution of 3,5,6-trichloro-1,2,4-triazine (3 mmol) in dry THF (30 mL) at −78° C. under nitrogen atmosphere is added 3-fluoro-5-(trifluoromethyl)benzenethiol (3 mmol) and sodium carbonate (3 mmol). The reaction is allowed to reach room temperature and is stirred at room temperature until formation of the desired compound. The solvent is evaporated. The residue is suspended in water and extracted with CH2Cl2. The dichloromethane solution is dried over MgSO4 and evaporated. The residue is chr... The reactants are ClC(C(=O)N(NC(=O)OC(C)(C)C)C1C2CC3CC(CC1C3)C2)C (t-butyl 2-(2-chloropropanoyl)-2-(adamantan-2-yl)hydrazinecarboxylate), FC(C(=O)O)(F)F (trifluoroacetic acid). The solvent is ClCCl (dichloromethane). Run at time 1 hour. Yields the product C12C(C3CC(CC(C1)C3)C2)N2NC(C2=O)C (2-(adamantan-2-yl)-4-methyl-1,2-diazetidin-3-one). Isolated yield 53.7%. Reaction SMILES: Cl[CH:2]([CH3:24])[C:3]([N:5]([CH:14]1[CH:21]2[CH2:22][CH:17]3[CH2:18][CH:19]([CH2:23][CH:15]1[CH2:16]3)[CH2:20]2)[NH:6]C(OC(C)(C)C)=O)=[O:4].FC(F)(F)C(O)=O>ClCCl>[CH:21]12[CH2:20][CH:19]3[CH2:18][CH:17]([CH2:16][CH:15]([CH2:23]3)[CH:14]1[N:5]1[C:3](=[O:4])[CH:2]([CH3:24])[NH:6]1)[CH2:22]2. Reported procedure: A solution of t-butyl 2-(2-chloropropanoyl)-2-(adamantan-2-yl)hydrazinecarboxylate (200 mg, 0.560 mmol) in dichloromethane (3 mL) was added with trifluoroacetic acid (3 mL) at room temperature, and the resultant was stirred at the same temperature for 1 hour. The reaction solution was concentrated, and the obtained residue was purified using silica gel chromatography (hexane:ethyl acetate=1:1), 2-(adamantan-2-yl)-4-methyl-1,2-diazetidin-3-one (66.3 mg, 53.7%) was obtained as a colorless oil. Starting materials: BrC=1C=CC\2=C(\N=C(/C\C(=C2)\C(N(CCC)CCCO[Si](C)(C)C(C)(C)C)=O)\NC(OC(C)(C)C)=O)C1 (tert-butyl (1E,4E)-8-bromo-4-((3-(tert-butyldimethylsilyloxy)propyl)(propyl)carbamoyl)-3H-benzo[b]azepin-2-ylcarbamate), C(C)OC(=O)C1=CC=C(C=C1)B(O)O (4-(ethoxycarbonyl)phenylboronic acid), C([O-])([O-])=O.[K+].[K+] (potassium carbonate). Reagents/catalysts: C=1C=CC(=CC1)[P](C=2C=CC=CC2)(C=3C=CC=CC3)[Pd]([P](C=4C=CC=CC4)(C=5C=CC=CC5)C=6C=CC=CC6)([P](C=7C=CC=CC7)(C=8C=CC=CC8)C=9C=CC=CC9)[P](C=1C=CC=CC1)(C=1C=CC=CC1)C=1C=CC=CC1 (tetrakis(triphenylphosphine)palladium(0)). Run in C(C)#N (acetonitrile), CCOC(=O)C (EtOAc). Conditions: temperature 100 celsius. The product is C(C)(C)(C)OC(=O)N/C=1/C\C(=C/C2=C(\N1)C=C(C=C2)C2=CC=C(C(=O)OCC)C=C2)\C(N(CCC)CCCO[Si](C)(C)C(C)(C)C)=O (ethyl 4-((1E,4E)-2-(tert-butoxycarbonylamino)-4-((3-(tert-butyldimethylsilyloxy)propyl)(propyl)carbamoyl)-3H-benzo[b]azepin-8-yl)benzoate). Reaction SMILES: Br[C:2]1[CH:3]=[CH:4][C:5]2=[C:6]([CH:37]=1)[N:7]=[C:8]([NH:29][C:30](=[O:36])[O:31][C:32]([CH3:35])([CH3:34])[CH3:33])[CH2:9][C:10]([C:12](=[O:28])[N:13]([CH2:17][CH2:18][CH2:19][O:20][Si:21]([C:24]([CH3:27])([CH3:26])[CH3:25])([CH3:23])[CH3:22])[CH2:14][CH2:15][CH3:16])=[CH:11]2.[CH2:38]([O:40][C:41]([C:43]1[CH:48]=[CH:47][C:46](B(O)O)=[CH:45][CH:44]=1)=[O:42])[CH3:39].C(=O)([O-])[O-].[K+].[K+]>C(#N)C.CCOC(C)=O.C1C=CC([P]([Pd]([P](C2C=CC=CC=2)(C2C=CC=CC=2)C2C=CC=CC=2)([P](C2C=CC=CC=2)(C2C=CC=CC=2)C2C=CC=CC=2)[P](C2C=CC=CC=2)(C2C=CC=CC=2)C2C=CC=CC=2)(C2C=CC=CC=2)C2C=CC=CC=2)=CC=1>[C:32]([O:31][C:30]([NH:29][C:8]1[CH2:9][C:10]([C:12](=[O:28])[N:13]([CH2:17][CH2:18][CH2:19][O:20][Si:21]([C:24]([CH3:27])([CH3:26])[CH3:25])([CH3:23])[CH3:22])[CH2:14][CH2:15][CH3:16])=[CH:11][C:5]2[CH:4]=[CH:3][C:2]([C:46]3[CH:47]=[CH:48][C:43]([C:41]([O:40][CH2:38][CH3:39])=[O:42])=[CH:44][CH:45]=3)=[CH:37][C:6]=2[N:7]=1)=[O:36])([CH3:35])([CH3:33])[CH3:34] |f:2.3.4,^1:70,72,91,110|. Procedure: tert-butyl (1E,4E)-8-bromo-4-((3-(tert-butyldimethylsilyloxy)propyl)(propyl)carbamoyl)-3H-benzo[b]azepin-2-ylcarbamate, 4-(ethoxycarbonyl)phenylboronic acid (1.5 equiv), tetrakis(triphenylphosphine)palladium(0), 2M aqueous potassium carbonate (3 equiv) were combined in 2 mls of acetonitrile in a microwave reaction vial. This mixture was heated in a microwave to 100° C. for 30 minutes. The mixture was then diluted with EtOAc, washed twice with brine, dried over sodium sulfate, and concentrated un... The reactants are COCCOC, O=Cc1ccc(B(O)O)cc1, Cc1nc2nc(Cl)c(-c3ccccc3)cn2n1, ClCCl, [Na+], [Na+], O=C([O-])[O-], O. Product: Cc1nc2nc(-c3ccc(C=O)cc3)c(-c3ccccc3)cn2n1. RXN SMILES: [CH3:35][O:36][CH2:37][CH2:38][O:39][CH3:40].[CH:18](=[O:19])[c:20]1[cH:21][cH:22][c:23]([B:26]([OH:27])[OH:28])[cH:24][cH:25]1.[Cl:1][c:2]1[n:3][c:4]2[n:5]([cH:6][c:7]1-[c:8]1[cH:9][cH:10][cH:11][cH:12][cH:13]1)[n:14][c:15]([CH3:17])[n:16]2.[Cl:42][CH2:43][Cl:44].[Na+:29].[Na+:30].[O-:31][C:32](=[O:33])[O-:34].[OH2:41]>>[c:2]1(-[c:23]2[cH:22][cH:21][c:20]([CH:18]=[O:19])[cH:25][cH:24]2)[n:3][c:4]2[n:5]([cH:6][c:7]1-[c:8]1[cH:9][cH:10][cH:11][cH:12][cH:13]1)[n:14][c:15]([CH3:17])[n:16]2. Starting materials: CCCC(Br)C(=O)OCC, CCOC(C)=O, O=Cc1cc(Cl)ccc1O, [K+], [K+], O=C([O-])[O-], CN(C)C=O, O. The product is CCCC(Oc1ccc(Cl)cc1C=O)C(=O)OCC. Reaction SMILES: [CH2:11]([CH3:12])[O:13][C:14]([CH:15]([CH2:16][CH2:17][CH3:18])[Br:19])=[O:20].[CH3:33][CH2:34][O:35][C:36]([CH3:37])=[O:38].[Cl:1][c:2]1[cH:3][cH:4][c:5]([OH:10])[c:6]([CH:7]=[O:8])[cH:9]1.[K+:21].[K+:22].[O-:23][C:24]([O-:25])=[O:26].[O:28]=[CH:29][N:30]([CH3:31])[CH3:32].[OH2:27]>>[Cl:1][c:2]1[cH:3][cH:4][c:5]([O:10][CH:15]([C:14]([O:13][CH2:11][CH3:12])=[O:20])[CH2:16][CH2:17][CH3:18])[c:6]([CH:7]=[O:8])[cH:9]1. Isolated yield 23.0%. Starting materials: BrC1=C(C(=O)OC)C=CN=C1 (methyl 3-bromoisonicotinate), NC1=NN(C2=CC=C(C=C12)F)C (3-amino-5-fluoro-1-methyl-indazole). As a reaction SMILES: Br[C:2]1[CH:11]=[N:10][CH:9]=[CH:8][C:3]=1[C:4]([O:6]C)=[O:5].[NH2:12][C:13]1[C:21]2[C:16](=[CH:17][CH:18]=[C:19]([F:22])[CH:20]=2)[N:15]([CH3:23])[N:14]=1>>[F:22][C:19]1[CH:20]=[C:21]2[C:16](=[CH:17][CH:18]=1)[N:15]([CH3:23])[N:14]=[C:13]2[NH:12][C:2]1[CH:11]=[N:10][CH:9]=[CH:8][C:3]=1[C:4]([OH:6])=[O:5]. Yields the product FC=1C=C2C(=NN(C2=CC1)C)NC=1C=NC=CC1C(=O)O (3-[(5-fluoro-1-methyl-1H-indazol-3-yl)amino]pyridine-4-carboxylic acid). Reported procedure: The title compound was prepared in 23% yield from methyl 3-bromoisonicotinate and 3-amino-5-fluoro-1-methyl-indazole according to the general procedure for Example 6. 1H NMR (400 MHz, DMSO-d6): δ 4.01 (3H, s), 7.31-7.41 (2H, m), 7.67 (1H, dd, J=9.1, 4.1 Hz), 7.78 (1H, d, J=5.0 Hz), 8.16 (1H, d, J=5.0 Hz), 9.49 (1H, s), 10.33 (1H, br s). [M+H] calc'd for C14H11FN4O2, 287; found 287.